This data is from the Open Reaction Database (ORD), a public repository of structured organic reaction records. The task is: describe an organic reaction: reactants, conditions, products, and yield Reactants: C1=CC=CC=2C3=CC=CC=C3C(C12)COC(=O)N[C@@H](COC(C)(C)C)C(=O)NCCC1=CC(O)=C(O)C=C1 (N-[Nα-(9-fluorenylmethoxycarbonyl)-O-tert-butyl-L-seryl]dopamine), OC1=CC(=NC2=C(C=CC=C12)O)C(=O)O (4,8-dihydroxyquinoline-2-carboxylic acid). The product is OC1=CC(=NC2=C(C=CC=C12)O)C(=O)N[C@@H](COC(C)(C)C)C(=O)NCCC1=CC(O)=C(O)C=C1 (N-[Nα-(4,8-Dihydroxyquinoline-2-carbonyl)-O-tert-butyl-L-seryl]dopamine), powder. Isolated yield 21.0%. Reaction SMILES: C1C2C(CO[C:16]([NH:18][C@H:19]([C:26]([NH:28][CH2:29][CH2:30][C:31]3[CH:38]=[CH:37][C:35]([OH:36])=[C:33]([OH:34])[CH:32]=3)=[O:27])[CH2:20][O:21][C:22]([CH3:25])([CH3:24])[CH3:23])=[O:17])C3C(=CC=CC=3)C=2C=CC=1.[OH:39][C:40]1[C:49]2[C:44](=[C:45]([OH:50])[CH:46]=[CH:47][CH:48]=2)[N:43]=[C:42](C(O)=O)[CH:41]=1>>[OH:39][C:40]1[C:49]2[C:44](=[C:45]([OH:50])[CH:46]=[CH:47][CH:48]=2)[N:43]=[C:42]([C:16]([NH:18][C@H:19]([C:26]([NH:28][CH2:29][CH2:30][C:31]2[CH:38]=[CH:37][C:35]([OH:36])=[C:33]([OH:34])[CH:32]=2)=[O:27])[CH2:20][O:21][C:22]([CH3:23])([CH3:24])[CH3:25])=[O:17])[CH:41]=1. Procedure: The title compound was prepared from N-[Nα-(9-fluorenylmethoxycarbonyl)-O-tert-butyl-L-seryl]dopamine (676 mg, 1.3 mmol, example 42, step A) as described for example 42 (step B) using 4,8-dihydroxyquinoline-2-carboxylic acid (402 mg, 1.96 mmol) instead of caffeic acid. The crude material was purified by flash chromatography using successively 30%, 40% and 70% EtOAc/CH2Cl2/1% AcOH as the eluent. The title compound was obtained as a yellow powder (130 mg, 21%). Reactants: C(C)(C)(C)OC(=O)N[C@H](C(=O)O)CC1=CC(=C(C=C1)Cl)Cl ((S)-2-tert-butoxycarbonylamino-3-(3,4-dichloro-phenyl)-propionic acid), O=S(Cl)Cl (SOCl2), CO (MeOH). Product: Cl.COC(C(CC1=CC(=C(C=C1)Cl)Cl)N)=O (2-Amino-3-(3,4-dichloro-phenyl)-propionic acid methyl ester hydrochloride). Isolated yield 99.0%. Reaction SMILES: C(OC([NH:8][C@@H:9]([CH2:13][C:14]1[CH:19]=[CH:18][C:17]([Cl:20])=[C:16]([Cl:21])[CH:15]=1)[C:10]([OH:12])=[O:11])=O)(C)(C)C.O=S(Cl)Cl.[CH3:26]O>>[ClH:20].[CH3:26][O:12][C:10](=[O:11])[CH:9]([NH2:8])[CH2:13][C:14]1[CH:19]=[CH:18][C:17]([Cl:20])=[C:16]([Cl:21])[CH:15]=1 |f:3.4|. Procedure details: To a stirred solution of (S)-2-tert-butoxycarbonylamino-3-(3,4-dichloro-phenyl)-propionic acid (0.67 g, 2.00 mmol) in MeOH (13 mL) at 0° C. was added SOCl2 (0.29 mL, 4.00 mmol). The reaction mixture was allowed to stir and warm to rt overnight. The mixture was concentrated to provide the product as a white solid (0.56 g, 99%). 1H NMR (400 MHz, DMSO-d6): 8.66 (br s, 2H), 7.65-7.60 (m, 2H), 7.26 (dd, J=8.2, 1.9, 1H), 4.37 (br s, 1H), 3.72 (s, 3H), 3.18-3.14 (m, 2H). Reactants: CCOC(=O)CC#N, CC(=O)[O-], CC#N, CC(C)=CC=C(Cl)Cl, CC(C)(Cl)C(Cl)C=C(Cl)Cl. The product is CCOC(=O)C1(C#N)C(C=C(Cl)Cl)C1(C)C. Reaction SMILES: [C:1](#[N:2])[CH2:3][C:4](=[O:5])[O:6][CH2:7][CH3:8].[CH3:27][C:28](=[O:29])[O-:30].[CH3:31][C:32]#[N:33].[Cl:19][C:20]([Cl:21])=[CH:22][CH:23]=[C:24]([CH3:25])[CH3:26].[Cl:9][C:10](=[CH:11][CH:12]([C:13]([CH3:14])([CH3:15])[Cl:17])[Cl:16])[Cl:18]>>[C:1](#[N:2])[C:3]1([C:4](=[O:5])[O:6][CH2:7][CH3:8])[CH:12]([CH:11]=[C:10]([Cl:9])[Cl:18])[C:13]1([CH3:14])[CH3:15].